The task is: describe an organic reaction: reactants, conditions, products, and yield. This data is from the Open Reaction Database (ORD), a public repository of structured organic reaction records. Reactants: OCCC1=CC=C(C=C1)NC(C(=O)C1=CC=CC=C1)C (2-{[4-(2-hydroxyethyl)phenyl]amino}-1-phenyl-1-propanone), C(CC)(=O)Cl (propionyl chloride), C(C)(=O)[O-].[NH4+] (ammonium acetate), CC(=O)O (AcOH). Solvent: ClCCl (dichloromethane), CO (MeOH), [OH-].[Na+] (NaOH). Conditions: temperature 100 celsius, time 1 hour. The product is C(C)C=1N(C(=C(N1)C1=CC=CC=C1)C)C1=CC=C(C=C1)CCO (2-[4-(2-ethyl-5-methyl-4-phenyl-1H-imidazol-1-yl)phenyl]ethanol). Isolated yield 23.2%. RXN SMILES: [OH:1][CH2:2][CH2:3][C:4]1[CH:9]=[CH:8][C:7]([NH:10][CH:11]([CH3:20])[C:12]([C:14]2[CH:19]=[CH:18][CH:17]=[CH:16][CH:15]=2)=O)=[CH:6][CH:5]=1.[C:21](Cl)(=O)[CH2:22][CH3:23].C([O-])(=O)C.[NH4+:30].CC(O)=O>ClCCl.CO.[OH-].[Na+]>[CH2:22]([C:21]1[N:10]([C:7]2[CH:8]=[CH:9][C:4]([CH2:3][CH2:2][OH:1])=[CH:5][CH:6]=2)[C:11]([CH3:20])=[C:12]([C:14]2[CH:19]=[CH:18][CH:17]=[CH:16][CH:15]=2)[N:30]=1)[CH3:23] |f:2.3,7.8|. Procedure details: To a stirred solution of 2-{[4-(2-hydroxyethyl)phenyl]amino}-1-phenyl-1-propanone (step 1 in EXAMPLE 3, 1.2 g, 4.5 mmol) in dichloromethane (10 mL) was added propionyl chloride (1.0 mL, 11.1 mmol) at ambient temperature. After 1 h, the reaction mixture was partitioned between ethyl acetate (30 mL) and water (10 mL). The aqueous phase was extracted with ethyl acetate (3×30 mL) and the combined organic phase was dried (MgSO4) and concentrated under reduced pressure. To the residue was added ammoni... The reactants are C(C)(=O)NC1=C(C=C(CN/C(/NC(CC(C2=CC=C(C=C2)OC)O)=O)=N\C(OC(C)(C)C)=O)C=C1Cl)Cl ((E)-tert-butyl (4-acetamido-3,5-dichlorobenzylamino)(3-hydroxy-3-(4-methoxyphenyl)propanamido)methylenecarbamate). The reagents and catalysts are O=[Mn]=O (MnO2). The solvent is ClCCl (dichloromethane). Reaction conditions: temperature 50 celsius, time 12 hour. Yields the product C(C)(=O)NC1=C(C=C(CN/C(/NC(CC(=O)C2=CC=C(C=C2)OC)=O)=N\C(OC(C)(C)C)=O)C=C1Cl)Cl ((E)-tert-butyl (4-acetamido-3,5-dichlorobenzylamino)(3-(4-methoxyphenyl)-3-oxopropanamido)methylenecarbamate). Yield: 65.6%. Reaction SMILES: [C:1]([NH:4][C:5]1[C:35]([Cl:36])=[CH:34][C:8]([CH2:9][NH:10]/[C:11](=[N:26]\[C:27](=[O:33])[O:28][C:29]([CH3:32])([CH3:31])[CH3:30])/[NH:12][C:13](=[O:25])[CH2:14][CH:15]([OH:24])[C:16]2[CH:21]=[CH:20][C:19]([O:22][CH3:23])=[CH:18][CH:17]=2)=[CH:7][C:6]=1[Cl:37])(=[O:3])[CH3:2]>ClCCl.O=[Mn]=O>[C:1]([NH:4][C:5]1[C:6]([Cl:37])=[CH:7][C:8]([CH2:9][NH:10]/[C:11](=[N:26]\[C:27](=[O:33])[O:28][C:29]([CH3:32])([CH3:30])[CH3:31])/[NH:12][C:13](=[O:25])[CH2:14][C:15]([C:16]2[CH:17]=[CH:18][C:19]([O:22][CH3:23])=[CH:20][CH:21]=2)=[O:24])=[CH:34][C:35]=1[Cl:36])(=[O:3])[CH3:2]. Procedure details: A mixture of (E)-tert-butyl (4-acetamido-3,5-dichlorobenzylamino)(3-hydroxy-3-(4-methoxyphenyl)propanamido)methylenecarbamate (26 mg) and MnO2 in dichloromethane (0.10 mL) was stirred at 50° C. for 12 h. The crude reaction mixture was filtered and concentrated under vacuum to give the title compound as a yellow sticky oil (17 mg, 66% yield). 1H NMR (400 MHz, CDCl3) δ 1.43-1.51 (9H, m), 1.11 (3H, s), 3.76-3.90 (5H, m), 4.35-4.69 (2H, m), 6.75-7.25 (4H, m), 7.26-7.90 (3H, m), 8.70 (1H, brd s), 11.... Starting materials: FC1=CC=C(C=C1)C=1C=NC(=NC1)N1CCN(CC1)S(=O)(=O)C[C@@H](C(=O)NO)C(C)C (2-(R)-{4-[5-(4-fluorophenyl)pyrimidin-2-yl]piperazine-1-sulfonylmethyl}-N-hydroxy-3-methylbutyramide), ClC=1C=C(C=CC1Cl)C=1C=NC(=NC1)N1CCN(CC1)S(=O)(=O)C[C@@H](C(=O)O)C(C)C (2-(R)-{4-[5-(3,4-dichlorophenyl)pyrimidin-2-yl]piperazine-1-sulfonylmethyl}-3-methylbutyric acid). Product: ClC=1C=C(C=CC1Cl)C=1C=NC(=NC1)N1CCN(CC1)S(=O)(=O)C[C@@H](C(=O)NO)C(C)C (2-(R)-{4-[5-(3,4-Dichlorophenyl)pyrimidin-2yl]piperazine-1-sulfonylmethyl}-N-hydroxy-3-methylbutyramide). The yield is 29.0%. Reaction SMILES: FC1C=CC(C2C=NC(N3CCN(S(C[C@H](C(C)C)C([NH:27][OH:28])=O)(=O)=O)CC3)=NC=2)=CC=1.[Cl:32][C:33]1[CH:34]=[C:35]([C:40]2[CH:41]=[N:42][C:43]([N:46]3[CH2:51][CH2:50][N:49]([S:52]([CH2:55][C@H:56]([CH:60]([CH3:62])[CH3:61])[C:57](O)=[O:58])(=[O:54])=[O:53])[CH2:48][CH2:47]3)=[N:44][CH:45]=2)[CH:36]=[CH:37][C:38]=1[Cl:39]>>[Cl:32][C:33]1[CH:34]=[C:35]([C:40]2[CH:41]=[N:42][C:43]([N:46]3[CH2:47][CH2:48][N:49]([S:52]([CH2:55][C@H:56]([CH:60]([CH3:61])[CH3:62])[C:57]([NH:27][OH:28])=[O:58])(=[O:53])=[O:54])[CH2:50][CH2:51]3)=[N:44][CH:45]=2)[CH:36]=[CH:37][C:38]=1[Cl:39]. Reported procedure: Prepared according to the method for the preparation of 2-(R)-{4-[5-(4-fluorophenyl)pyrimidin-2-yl]piperazine-1-sulfonylmethyl}-N-hydroxy-3-methylbutyramide, from 2-(R)-{4-[5-(3,4-dichlorophenyl)pyrimidin-2-yl]piperazine-1-sulfonylmethyl}-3-methylbutyric acid (0.270 g), to yield the title compound as a white solid (0.080 g, 29%). Starting materials: BrCCCCBr, COc1ccc(-c2sc3cc(OC)ccc3c2-c2cccc(O)c2)cc1, CCC(C)=O, [K+], [K+], O=C([O-])[O-]. Yields the product COc1ccc(-c2sc3cc(OC)ccc3c2-c2cccc(CCCCBr)c2)cc1. As a reaction SMILES: [Br:27][CH2:28][CH2:29][CH2:30][CH2:31][Br:32].[CH3:1][O:2][c:3]1[cH:4][cH:5][c:6](-[c:9]2[c:10](-[c:20]3[cH:21][c:22]([OH:26])[cH:23][cH:24][cH:25]3)[c:11]3[c:12]([s:13]2)[cH:14][c:15]([O:18][CH3:19])[cH:16][cH:17]3)[cH:7][cH:8]1.[CH3:39][C:40](=[O:41])[CH2:42][CH3:43].[K+:33].[K+:34].[O-:35][C:36]([O-:37])=[O:38]>>[CH3:1][O:2][c:3]1[cH:4][cH:5][c:6](-[c:9]2[c:10](-[c:20]3[cH:21][c:22]([CH2:31][CH2:30][CH2:29][CH2:28][Br:27])[cH:23][cH:24][cH:25]3)[c:11]3[c:12]([s:13]2)[cH:14][c:15]([O:18][CH3:19])[cH:16][cH:17]3)[cH:7][cH:8]1. Starting materials: S (Hydrogen sulphide), O=C1C=CC2=C(N1C1=CC=CC=C1)SC(=C2C2=CC=CC=C2)C#N (6-Oxo-3,7-diphenyl-6,7-dihydrothieno[2,3-b]pyridine-2-carbonitrile). Solvent: N1=CC=CC=C1 (pyridine), C(C)N(CC)CC (triethylamine). Reaction conditions: time 60 hour. Product: O=C1C=CC2=C(N1C1=CC=CC=C1)SC(=C2C2=CC=CC=C2)C(N)=S (6-Oxo-3,7-diphenyl-6,7-dihydrothieno[2,3-b]pyridine-2-carbothioamide). Yield: 40.0%. Reaction SMILES: [SH2:1].[O:2]=[C:3]1[N:8]([C:9]2[CH:14]=[CH:13][CH:12]=[CH:11][CH:10]=2)[C:7]2[S:15][C:16]([C:24]#[N:25])=[C:17]([C:18]3[CH:23]=[CH:22][CH:21]=[CH:20][CH:19]=3)[C:6]=2[CH:5]=[CH:4]1>N1C=CC=CC=1.C(N(CC)CC)C>[O:2]=[C:3]1[N:8]([C:9]2[CH:10]=[CH:11][CH:12]=[CH:13][CH:14]=2)[C:7]2[S:15][C:16]([C:24](=[S:1])[NH2:25])=[C:17]([C:18]3[CH:23]=[CH:22][CH:21]=[CH:20][CH:19]=3)[C:6]=2[CH:5]=[CH:4]1. Procedure: Hydrogen sulphide was bubbled through a solution of the compound of Example 77 (539 mg, 1.64 mmol) in pyridine (1 0 mL) and triethylamine (0.5 mL) for 30 minutes. The reaction was left to stand for 60 h at r.t. and then nitrogen bubbled through the mixture to ensure the solution was purged of H2S. The solution was diluted with DCM and washed with water (×2), 2M HCl(aq) (×2) and brine. The organic layer was separated, dried (Na2SO4) and concentrated in vacuo. The crude product was recrystallised ... Reactants: O=C([O-])[O-], CC#N, CCOC(=O)Cc1ccc(NC(=O)COCCCl)cc1, [Cs+], [Cs+]. Product: CCOC(=O)Cc1ccc(N2CCOCC2=O)cc1. As a reaction SMILES: [C:1](=[O:2])([O-:3])[O-:4].[CH3:27][C:28]#[N:29].[Cl:7][CH2:8][CH2:9][O:10][CH2:11][C:12](=[O:13])[NH:14][c:15]1[cH:16][cH:17][c:18]([CH2:21][C:22](=[O:23])[O:24][CH2:25][CH3:26])[cH:19][cH:20]1.[Cs+:5].[Cs+:6]>>[CH2:8]1[CH2:9][O:10][CH2:11][C:12](=[O:13])[N:14]1[c:15]1[cH:16][cH:17][c:18]([CH2:21][C:22](=[O:23])[O:24][CH2:25][CH3:26])[cH:19][cH:20]1.